From a dataset of the Open Reaction Database (ORD), a public repository of structured organic reaction records. describe an organic reaction: reactants, conditions, products, and yield Reactants: solution, C(CCC)[Li] (butyllithium), CC(=O)C (acetone), CC(C)=C(C(=O)OCC)C(C)=O (ethyl 2-(1-methyl-ethylidene)-3-oxo-butanoate), [H-].[Na+] (sodium hydride). Run in CCCCCC (hexane), O (water), O1CCCC1 (tetrahydrofuran). Reaction conditions: time 30 minute. Product: OC(CC(C(C(=O)OCC)C(=C)C)=O)(C)C (ethyl 5-hydroxy-5-methyl-2-(1-methyl-ethenyl)-3-oxo-hexanoate). RXN SMILES: [CH3:1][C:2](=[C:4]([C:10](=[O:12])[CH3:11])[C:5]([O:7][CH2:8][CH3:9])=[O:6])[CH3:3].[H-].[Na+].C([Li])CCC.[CH3:20][C:21]([CH3:23])=[O:22]>O1CCCC1.CCCCCC.O>[OH:22][C:21]([CH3:23])([CH3:20])[CH2:11][C:10](=[O:12])[CH:4]([C:2]([CH3:3])=[CH2:1])[C:5]([O:7][CH2:8][CH3:9])=[O:6] |f:1.2|. Procedure details: 3.00 g of ethyl 2-(1-methyl-ethylidene)-3-oxo-butanoate [described in Helv. Chim. Act., Vol. 54 (1971), p. 1797] were added dropwise at room temperature to a suspension of 860 mg of sodium hydride as a 50% mineral oil suspension in 50 ml of tetrahydrofuran and the mixture was refluxed for one hour and then cooled to room temperature. 13 ml of a solution of 1.6 M of butyllithium in hexane were added to the mixture at 0° C. and the mixture was stirred at 0° C. for 30 minutes. The mixture was coole...